From a dataset of the Open Reaction Database (ORD), a public repository of structured organic reaction records. describe an organic reaction: reactants, conditions, products, and yield The reactants are OS(=O)(=O)O (H2SO4), C(OC)(OC)OC (trimethyl orthoformate), C(=O)OC (methyl formate), ClC1=CC=C(C(=O)C=2C(OC(=CC2O)C)=O)C=C1 (3-(4'-chlorobenzoyl)-4-hydroxy-6-methyl-2-pyrone). The solvent is CO (methanol). The product is COC(=O)C1=C(OC(=CC1=O)C)C1=CC=C(C=C1)Cl (3-methoxycarbonyl-6-methyl-2-(4'-chlorophenyl)-4-pyrone). Yield: 84.0%. As a reaction SMILES: OS(O)(=O)=O.[CH:6]([O:11][CH3:12])([O:9]C)OC.[Cl:13][C:14]1[CH:30]=[CH:29][C:17]([C:18]([C:20]2C(=O)[O:22][C:23]([CH3:27])=[CH:24][C:25]=2[OH:26])=O)=[CH:16][CH:15]=1.C(OC)=O>CO>[CH3:12][O:11][C:6]([C:20]1[C:25](=[O:26])[CH:24]=[C:23]([CH3:27])[O:22][C:18]=1[C:17]1[CH:16]=[CH:15][C:14]([Cl:13])=[CH:30][CH:29]=1)=[O:9]. Procedure details: A 5000 ml 3-neck flask is fitted with a N2 inlet, magnetic stirring bar, thermometer and a Dean-Stark trap with condenser. 2300 ml of dry methanol is added to the flask along with 244 g of 96% H2SO4 and 352 g of trimethyl orthoformate. 173 g of 3-(4'-chlorobenzoyl)-4-hydroxy-6-methyl-2-pyrone is added and the reaction mixture is gently brought to reflux. The most volatile by-product of the reaction (methyl formate) is condensed and collected in the Dean-Stark trap. After 28-281/2 hours of reflux...